This data is from the Open Reaction Database (ORD), a public repository of structured organic reaction records. The task is: describe an organic reaction: reactants, conditions, products, and yield The reactants are O=C1C(Cc2ccc(Br)cc2Cl)CCN1C1CCCCC1, CC(C)(C)OC(=O)c1ccc(B(O)O)cc1. The product is CC(C)(C)OC(=O)c1ccc(-c2ccc(CC3CCN(C4CCCCC4)C3=O)c(Cl)c2)cc1. RXN SMILES: [Br:1][c:2]1[cH:3][c:4]([Cl:21])[c:5]([CH2:6][CH:7]2[C:8](=[O:18])[N:9]([CH:12]3[CH2:13][CH2:14][CH2:15][CH2:16][CH2:17]3)[CH2:10][CH2:11]2)[cH:19][cH:20]1.[C:22]([CH3:23])([CH3:24])([CH3:25])[O:26][C:27](=[O:28])[c:29]1[cH:30][cH:31][c:32]([B:35]([OH:36])[OH:37])[cH:33][cH:34]1>>[c:2]1(-[c:32]2[cH:31][cH:30][c:29]([C:27]([O:26][C:22]([CH3:23])([CH3:24])[CH3:25])=[O:28])[cH:34][cH:33]2)[cH:3][c:4]([Cl:21])[c:5]([CH2:6][CH:7]2[C:8](=[O:18])[N:9]([CH:12]3[CH2:13][CH2:14][CH2:15][CH2:16][CH2:17]3)[CH2:10][CH2:11]2)[cH:19][cH:20]1. The reactants are [BH4-], CC(C)=O, CO, [Ce+3], [Cl-], [Cl-], [Cl-], Cc1ccccc1-c1cc(N2CCOCC2=O)ncc1N(C)C(=O)C(C)(C)c1cc(C(F)(F)F)cc(C(F)(F)F)c1, [Na+], C1CCOC1, O, O, O, O, O, O, O. Product: Cc1ccccc1-c1cc(N2C=COCC2)ncc1N(C)C(=O)C(C)(C)c1cc(C(F)(F)F)cc(C(F)(F)F)c1. RXN SMILES: [BH4-:53].[CH3:55][C:56](=[O:57])[CH3:58].[CH3:59][OH:60].[Ce+3:50].[Cl-:49].[Cl-:51].[Cl-:52].[F:1][C:2]([c:3]1[cH:4][c:5]([C:13]([C:14](=[O:15])[N:16]([c:17]2[cH:18][n:19][c:20]([N:30]3[C:31](=[O:36])[CH2:32][O:33][CH2:34][CH2:35]3)[cH:21][c:22]2-[c:23]2[c:24]([CH3:29])[cH:25][cH:26][cH:27][cH:28]2)[CH3:37])([CH3:38])[CH3:39])[cH:6][c:7]([C:9]([F:10])([F:11])[F:12])[cH:8]1)([F:40])[F:41].[Na+:54].[O:61]1[CH2:62][CH2:63][CH2:64][CH2:65]1.[OH2:42].[OH2:43].[OH2:44].[OH2:45].[OH2:46].[OH2:47].[OH2:48]>>[F:1][C:2]([c:3]1[cH:4][c:5]([C:13]([C:14](=[O:15])[N:16]([c:17]2[cH:18][n:19][c:20]([N:30]3[CH:31]=[CH:32][O:33][CH2:34][CH2:35]3)[cH:21][c:22]2-[c:23]2[c:24]([CH3:29])[cH:25][cH:26][cH:27][cH:28]2)[CH3:37])([CH3:38])[CH3:39])[cH:6][c:7]([C:9]([F:10])([F:11])[F:12])[cH:8]1)([F:40])[F:41]. The reactants are C(#CCCCCCCCCCC)C1=C(C=O)C=CC=C1 (2-(1-dodecyn-1-yl) benzaldehyde), Cl (hydrochloric acid), [H-].[Al+3].[Li+].[H-].[H-].[H-] (lithium aluminum hydride), CCOCC (ether). Run in O1CCCC1 (tetrahydrofuran), O1CCCC1 (tetrahydrofuran). Run at temperature 0 celsius. Product: C(=C\CCCCCCCCCC)/C1=C(CO)C=CC=C1 (2-(1-trans-dodecenyl)benzyl alcohol). Reaction SMILES: [H-].[Al+3].[Li+].[H-].[H-].[H-].[C:7]([C:19]1[CH:26]=[CH:25][CH:24]=[CH:23][C:20]=1[CH:21]=[O:22])#[C:8][CH2:9][CH2:10][CH2:11][CH2:12][CH2:13][CH2:14][CH2:15][CH2:16][CH2:17][CH3:18].CCOCC.Cl>O1CCCC1>[CH:7](/[C:19]1[CH:26]=[CH:25][CH:24]=[CH:23][C:20]=1[CH2:21][OH:22])=[CH:8]\[CH2:9][CH2:10][CH2:11][CH2:12][CH2:13][CH2:14][CH2:15][CH2:16][CH2:17][CH3:18] |f:0.1.2.3.4.5|. Procedure details: To a suspension of lithium aluminum hydride (22.2 mmoles) in tetrahydrofuran (30 ml) under argon, cooled to 0° C., was added 2-(1-dodecyn-1-yl) benzaldehyde (11.1 mmoles, prepared as in Example 4(a) in tetrahydrofuran (10 ml), dropwise with stirring. After coming to room temperature, the reaction mixture was refluxed for 18 hours. The reaction mixture was then cooled to 0° C., ice was added, followed by ether and dilute hydrochloric acid, and the layers were separated. The organic layer was wash... Starting materials: [N+](=O)([O-])C=1C=C2C=CC=NC2=CC1 (6-nitroquinoline), FC(C(=O)O)(F)F (trifluoroacetic acid), OO (hydrogen peroxide), peroxides. The solvent is O (water). Yields the product NC=1C=C2C=CC(=[N+](C2=CC1)[O-])O (6-amino-2-hydroxyquinoline-N-oxide), [N+](=O)([O-])C=1C=C2C=CC(=[N+](C2=CC1)[O-])O (6-nitro-2-hydroxyquinoline-N-oxide). Yield: 37.0%. Reaction SMILES: [N+:1]([C:4]1[CH:5]=[C:6]2[C:11](=[CH:12][CH:13]=1)[N:10]=CC=[CH:7]2)([O-:3])=[O:2].F[C:15](F)(F)[C:16]([OH:18])=O.[OH:21]O>O>[NH2:1][C:4]1[CH:5]=[C:6]2[C:11](=[CH:12][CH:13]=1)[N+:10]([O-:21])=[C:16]([OH:18])[CH:15]=[CH:7]2.[N+:1]([C:4]1[CH:5]=[C:6]2[C:11](=[CH:12][CH:13]=1)[N+:10]([O-:21])=[C:16]([OH:18])[CH:15]=[CH:7]2)([O-:3])=[O:2]. Procedure details: 6-amino-2-hydroxyquinoline-N-oxide was prepared as follows. A solution of 25 g 6-nitroquinoline, 560 g of trifluoroacetic acid, and 60 g of 30% hydrogen peroxide was heated at reflux for 6 hr. After checking for the absence of peroxides, the mixture was cooled and poured into 3750 mL of water. The product was collected by filtration, washed with water and dried under vacuum at 60° C., to give 6-nitro-2-hydroxyquinoline-N-oxide (5.48 g, 19% yield). 1HNMR data for this compound (DMSO) was as follo...